Dataset: the Open Reaction Database (ORD), a public repository of structured organic reaction records. Task: describe an organic reaction: reactants, conditions, products, and yield Product: CCCCCCOc1ccc(C(=O)[O-])cc1, [Cl-]. As a reaction SMILES: [CH2:1]([CH2:2][CH2:3][CH2:4][CH2:5][CH3:6])[O:7][c:8]1[cH:9][cH:10][c:11]([C:12](=[O:13])[OH:14])[cH:15][cH:16]1.[CH3:17][N:18]([CH3:19])[CH:20]=[O:21].[Cl:22][C:23]([C:24]([Cl:25])=[O:26])=[O:27].[Cl:28][CH2:29][Cl:30]>>[CH2:1]([CH2:2][CH2:3][CH2:4][CH2:5][CH3:6])[O:7][c:8]1[cH:9][cH:10][c:11]([C:12](=[O:13])[O-:14])[cH:15][cH:16]1.[Cl-:22]. The reactants are CCCCCCOc1ccc(C(=O)O)cc1, CN(C)C=O, O=C(Cl)C(=O)Cl, ClCCl.